This data is from the Open Reaction Database (ORD), a public repository of structured organic reaction records. The task is: describe an organic reaction: reactants, conditions, products, and yield Reactants: CNC(=CC(=O)OCC)C1=CC=CC=C1 (ethyl beta-methylaminocinnamate), C=C1CC(=O)O1 (diketene), C(Cl)Cl (methylene chloride). The solvent is CCOCC (ether). Reaction conditions: time 117 hour. Yields the product CN1C(=C(C(=O)OCC)C(C=C1C)=O)C1=CC=CC=C1 (ethyl 1,6-dimethyl-2-phenyl-4-oxonicotinate). As a reaction SMILES: [CH3:1][NH:2][C:3]([C:10]1[CH:15]=[CH:14][CH:13]=[CH:12][CH:11]=1)=[CH:4][C:5]([O:7][CH2:8][CH3:9])=[O:6].[CH2:16]=[C:17]1O[C:19](=[O:20])[CH2:18]1.C(Cl)Cl>CCOCC>[CH3:1][N:2]1[C:17]([CH3:16])=[CH:18][C:19](=[O:20])[C:4]([C:5]([O:7][CH2:8][CH3:9])=[O:6])=[C:3]1[C:10]1[CH:11]=[CH:12][CH:13]=[CH:14][CH:15]=1. Procedure: 10.25 g of ethyl beta-methylaminocinnamate, 9.4 g of technical grade diketene and 25 ml dry methylene chloride are mixed in a flask fitted with a calcium chloride drying tube. The reaction mixture is stored at room temperature for 117 hours. Approximately 75 ml of dry ether is added and the resulting crystalline solid is filtered to yield 8.5 g of ethyl 1,6-dimethyl-2-phenyl-4-oxonicotinate. mp (toluene)=244°-248° C. Reactants: O (Water), C(C)(C)(C)OC(N(CC=1N=C(OC1)C=CC1=CC=C(C=C1)S(=O)C(F)(F)F)C1=CC=C(C=C1)C=CCCN1N=NC=C1)=O ([4-(4-[1,2,3]triazol-1-yl-but-1-enyl)-phenyl]-{2-[2-(4-trifluoromethane-sulfinyl-phenyl)-vinyl]-oxazol-4-ylmethyl}-carbamic acid tert-butyl ester), C([O-])([O-])=O.[Na+].[Na+] (sodium carbonate). Solvent: FC(C(=O)O)(F)F.ClCCl (trifluoroacetic acid dichloro methane). The product is N1(N=NC=C1)CCC=CC1=CC=C(C=C1)NCC=1N=C(OC1)C=CC1=CC=C(C=C1)S(=O)C(F)(F)F ([4-(4-[1,2,3]triazol-1-yl-but-1-enyl)-phenyl]-{2-[2-(4-trifluoromethanesulfinyl-phenyl)-vinyl]-oxazol-4-ylmethyl}-amine). Yield: 10.0%. As a reaction SMILES: C(OC(=O)[N:7]([C:28]1[CH:33]=[CH:32][C:31]([CH:34]=[CH:35][CH2:36][CH2:37][N:38]2[CH:42]=[CH:41][N:40]=[N:39]2)=[CH:30][CH:29]=1)[CH2:8][C:9]1[N:10]=[C:11]([CH:14]=[CH:15][C:16]2[CH:21]=[CH:20][C:19]([S:22]([C:24]([F:27])([F:26])[F:25])=[O:23])=[CH:18][CH:17]=2)[O:12][CH:13]=1)(C)(C)C.O.C(=O)([O-])[O-].[Na+].[Na+]>FC(F)(F)C(O)=O.ClCCl>[N:38]1([CH2:37][CH2:36][CH:35]=[CH:34][C:31]2[CH:32]=[CH:33][C:28]([NH:7][CH2:8][C:9]3[N:10]=[C:11]([CH:14]=[CH:15][C:16]4[CH:17]=[CH:18][C:19]([S:22]([C:24]([F:26])([F:27])[F:25])=[O:23])=[CH:20][CH:21]=4)[O:12][CH:13]=3)=[CH:29][CH:30]=2)[CH:42]=[CH:41][N:40]=[N:39]1 |f:2.3.4,5.6|. Procedure: The crude carbamic ester was stirred in a mixture of trifluoroacetic acid/dichloro methane (1:1, 28 ml) for 2 h. Water (50 ml) was added and the solution was neutralized by careful addition of sodium carbonate. The organic layer is separated, washed with water and concentrated. Purification was achieved by flash column chromatography (ethyl acetate/heptane 4:1) and washing with methanol yielding [4-(4-[1,2,3]triazol-1-yl-but-1-enyl)-phenyl]-{2-[2-(4-trifluoromethanesulfinyl-phenyl)-vinyl]-oxazol... Reactants: ClC1=CC(=NC(=N1)C)C(=O)Cl (6-chloro-2-methyl-pyrimidine-4-carboxylic acid chloride), CC1=CC=CC2=C1NC(O2)=O (4-methyl-3H-benzoxazol-2-one), [Cl-].[Cl-].[Cl-].[Al+3] (aluminium trichloride), ice water. Yields the product ClC1=CC(=NC(=N1)C)C(=O)C1=CC2=C(NC(O2)=O)C(=C1)C (6-(6-chloro-2-methyl-pyrimidine-4-carbonyl)-4-methyl-3H-benzoxazol-2-one). RXN SMILES: [Cl:1][C:2]1[N:7]=[C:6]([CH3:8])[N:5]=[C:4]([C:9](Cl)=[O:10])[CH:3]=1.[CH3:12][C:13]1[C:18]2[NH:19][C:20](=[O:22])[O:21][C:17]=2[CH:16]=[CH:15][CH:14]=1.[Cl-].[Cl-].[Cl-].[Al+3]>>[Cl:1][C:2]1[N:7]=[C:6]([CH3:8])[N:5]=[C:4]([C:9]([C:15]2[CH:14]=[C:13]([CH3:12])[C:18]3[NH:19][C:20](=[O:22])[O:21][C:17]=3[CH:16]=2)=[O:10])[CH:3]=1 |f:2.3.4.5|. Reported procedure: 2.48 g (13.0 mmol) 6-chloro-2-methyl-pyrimidine-4-carboxylic acid chloride, 1.94 g (13.0 mmol) 4-methyl-3H-benzoxazol-2-one and 6.93 g (52.0 mmol) aluminium trichloride were heated to 125° C. for 1.5 h with stirring. The mixture was combined with ice water and the precipitate formed was suction filtered and washed with water. Then the precipitate was dissolved in MeOH/DCM and filtered through silica gel suction. The filtrate was evaporated down and the residue was purified by flash chromatograph... Reactants: OC1=C2C(=NC=3C=CC=CC13)CCCN(C2)C(=O)OC2=CC=CC=C2 (11-hydroxy-2-phenoxycarbonyl-2,3,4,5-tetrahydro-1H-azepino[4,3-b]quinoline), Cl (hydrochloric acid), C1(=C(C(=C(C(=C1F)F)F)N)F)N.Cl.Cl (dihydrochloride). Product: Cl.Cl.OC1=C2C(=NC=3C=CC=CC13)CCCNC2 (11-Hydroxy-2,3,4,5-tetrahydro-1H-azepino[4,3-b]quinoline dihydrochloride). RXN SMILES: [OH:1][C:2]1[C:11]2[CH:10]=[CH:9][CH:8]=[CH:7][C:6]=2[N:5]=[C:4]2[CH2:12][CH2:13][CH2:14][N:15](C(OC3C=CC=CC=3)=O)[CH2:16][C:3]=12.[ClH:26].C1(N)C(F)=C(F)C(F)=C(N)C=1F.Cl.Cl>>[ClH:26].[ClH:26].[OH:1][C:2]1[C:11]2[CH:10]=[CH:9][CH:8]=[CH:7][C:6]=2[N:5]=[C:4]2[CH2:12][CH2:13][CH2:14][NH:15][CH2:16][C:3]=12 |f:2.3.4,5.6.7|. Reported procedure: 11-Hydroxy-2,3,4,5-tetrahydro-1H-azepino[4,3-b]quinoline dihydrochloride was prepared by hydrolysis of 11-hydroxy-2-phenoxycarbonyl-2,3,4,5-tetrahydro-1H-azepino[4,3-b]quinoline with concentrated hydrochloric acid. Yield of the dihydrochloride: 65% of theory; m.p. 289° C. (decomp.). The reactants are [Li]CCCC, CCOC(=O)Cc1ccc2c(c1)N(C)c1ccccc1S2(=O)=O, C[Si](C)(C)N[Si](C)(C)C, ICC1CCOCC1, C1CCOC1. Yields the product CCOC(=O)C(CC1CCOCC1)c1ccc2c(c1)N(C)c1ccccc1S2(=O)=O. As a reaction SMILES: [CH2:10]([Li:11])[CH2:12][CH2:13][CH3:14].[CH3:15][N:16]1[c:17]2[cH:18][cH:19][cH:20][cH:21][c:22]2[S:23](=[O:36])(=[O:37])[c:24]2[cH:25][cH:26][c:27]([CH2:30][C:31](=[O:32])[O:33][CH2:34][CH3:35])[cH:28][c:29]21.[CH3:1][Si:2]([CH3:3])([CH3:4])[NH:5][Si:6]([CH3:7])([CH3:8])[CH3:9].[I:38][CH2:39][CH:40]1[CH2:41][CH2:42][O:43][CH2:44][CH2:45]1.[O:46]1[CH2:47][CH2:48][CH2:49][CH2:50]1>>[CH3:15][N:16]1[c:17]2[cH:18][cH:19][cH:20][cH:21][c:22]2[S:23](=[O:36])(=[O:37])[c:24]2[cH:25][cH:26][c:27]([CH:30]([C:31](=[O:32])[O:33][CH2:34][CH3:35])[CH2:39][CH:40]3[CH2:41][CH2:42][O:43][CH2:44][CH2:45]3)[cH:28][c:29]21. The reactants are O=C(O)OC(=O)O, CC(C)(C)OC(=O)OC(C)(C)C, Nc1ccc(C(=O)O)c(O)c1, [Na+], C1COCCO1, [OH-], O. Product: CC(C)(C)OC(=O)Nc1ccc(C(=O)O)c(O)c1. As a reaction SMILES: [C:14]([O:15][C:16]([OH:17])=[O:18])([OH:19])=[O:20].[C:21]([O:22][C:23]([CH3:24])([CH3:25])[CH3:26])([O:27][C:29]([CH3:30])([CH3:31])[CH3:32])=[O:28].[NH2:1][c:2]1[cH:3][cH:4][c:5]([C:6]([OH:7])=[O:8])[c:9]([OH:10])[cH:11]1.[Na+:13].[O:33]1[CH2:34][CH2:35][O:36][CH2:37][CH2:38]1.[OH-:12].[OH2:39]>>[NH:1]([c:2]1[cH:3][cH:4][c:5]([C:6]([OH:7])=[O:8])[c:9]([OH:10])[cH:11]1)[C:21]([O:22][C:23]([CH3:24])([CH3:25])[CH3:26])=[O:27].